Dataset: the Open Reaction Database (ORD), a public repository of structured organic reaction records. Task: describe an organic reaction: reactants, conditions, products, and yield Starting materials: COC=1C=C(C=CC1OC)NC(=O)C=1C=C2C=C(NC2=CC1)CCCNC(OC(C)(C)C)=O (tert-butyl 3-(5-(3,4-dimethoxyphenylcarbamoyl)-1H-indol-2-yl)propylcarbamate), ClCCl (dichloromethane), Cl (hydrochloric acid). Run in C(C)OCC (diethyl ether). Conditions: time 2 hour. Yields the product COC=1C=C(C=CC1OC)NC(=O)C=1C=C2C=C(NC2=CC1)CCCN (2-(3-amino-propyl)-1H-indole-5-carboxylic acid (3,4-dimethoxy-phenyl)-amide). As a reaction SMILES: [CH3:1][O:2][C:3]1[CH:4]=[C:5]([NH:11][C:12]([C:14]2[CH:15]=[C:16]3[C:20](=[CH:21][CH:22]=2)[NH:19][C:18]([CH2:23][CH2:24][CH2:25][NH:26]C(=O)OC(C)(C)C)=[CH:17]3)=[O:13])[CH:6]=[CH:7][C:8]=1[O:9][CH3:10].ClCCl.Cl>C(OCC)C>[CH3:1][O:2][C:3]1[CH:4]=[C:5]([NH:11][C:12]([C:14]2[CH:15]=[C:16]3[C:20](=[CH:21][CH:22]=2)[NH:19][C:18]([CH2:23][CH2:24][CH2:25][NH2:26])=[CH:17]3)=[O:13])[CH:6]=[CH:7][C:8]=1[O:9][CH3:10]. Reported procedure: A 250 round bottom flask was charged with tert-butyl 3-(5-(3,4-dimethoxyphenylcarbamoyl)-1H-indol-2-yl)propylcarbamate (3.0 g, 6.62 mmol), dichloromethane (33 mL), and 1M hydrochloric acid in diethyl ether (33 mL) and the resulting mixture stirred for 2 h. The resulting mixture was then concentrated in vacuo, the residue triturated with diethyl ether, and placed under high vacuum to yield 2-(3-amino-propyl)-1H-indole-5-carboxylic acid (3,4-dimethoxy-phenyl)-amide. MS (ES+) 354 (M+1); HPLC: Kroma... Reactants: [Al+3], [H-], [H-], [H-], [H-], [Li+], [Na+], C1CCOC1, [OH-], O, COC(=O)c1n[nH]c2ccccc12. The product is OCc1n[nH]c2ccccc12. As a reaction SMILES: [Al+3:2].[H-:1].[H-:4].[H-:5].[H-:6].[Li+:3].[Na+:27].[O:21]1[CH2:22][CH2:23][CH2:24][CH2:25]1.[OH-:26].[OH2:20].[nH:7]1[n:8][c:9]([C:16](=[O:17])[O:18][CH3:19])[c:10]2[cH:11][cH:12][cH:13][cH:14][c:15]12>>[nH:7]1[n:8][c:9]([CH2:16][OH:17])[c:10]2[cH:11][cH:12][cH:13][cH:14][c:15]12. Procedure details: To a suspension of 95% NaH (0.017 g, 0.68 mmol) in DMF (2 mL) at 0° C. was added a solution of Compound 136 (0.10 g, 0.26 mmol) in DMF (2 mL) dropwise. The suspension was stirred at 0° C. for 1 h, then sulfamoyl chloride (0.067 g, 0.58 mmol) was added as a solid. After stirring for 1 h at 0° C., the mixture was treated with excess sulfamoyl chloride. After stirring overnight, the reaction was quenched with water and extracted with EtOAc (3×5 mL). The combined organic phases were washed with brin... Reaction SMILES: [H-].[Na+].[Cl:3][C:4]1[CH:28]=[CH:27][C:7]2[S:8][CH:9]=[C:10]([CH:11]([CH2:25][OH:26])[C:12]([NH:14][C:15]3[CH:24]=[CH:23][C:22]4[C:17](=[CH:18][CH:19]=[CH:20][CH:21]=4)[CH:16]=3)=[O:13])[C:6]=2[CH:5]=1.[S:29](Cl)(=[O:32])(=[O:31])[NH2:30]>CN(C=O)C>[Cl:3][C:4]1[CH:28]=[CH:27][C:7]2[S:8][CH:9]=[C:10]([CH:11]([C:12](=[O:13])[NH:14][C:15]3[CH:24]=[CH:23][C:22]4[C:17](=[CH:18][CH:19]=[CH:20][CH:21]=4)[CH:16]=3)[CH2:25][O:26][S:29](=[O:32])(=[O:31])[NH2:30])[C:6]=2[CH:5]=1 |f:0.1|. The reactants are ClC1=CC2=C(SC=C2C(C(=O)NC2=CC3=CC=CC=C3C=C2)CO)C=C1 (2-(5-Chloro-benzo[b]thiophen-3-yl)-3-hydroxy-N-naphthalen-2-yl-propionamide), S(N)(=O)(=O)Cl (sulfamoyl chloride), [H-].[Na+] (NaH), S(N)(=O)(=O)Cl (sulfamoyl chloride). Isolated yield 83.4%. Run at temperature 0 celsius, time 1 hour. The solvent is CN(C)C=O (DMF), CN(C)C=O (DMF). The product is ClC1=CC2=C(SC=C2C(COS(N)(=O)=O)C(NC2=CC3=CC=CC=C3C=C2)=O)C=C1 (Sulfamic acid 2-(5-chloro-benzo[b]thiophen-3-yl)-2-(naphthalen-2-ylcarbamoyl)-ethyl ester). The reactants are Clc1ccc(C(OC2CNC2)c2ccc(Cl)cc2)cc1, CC(C)(C)NC(=O)N1CC(OC(c2ccc(Cl)cc2)c2ccc(Cl)cc2Cl)C1, [N-]=C=O. The product is CC(C)(C)NC(=O)N1CC(OC(c2ccc(Cl)cc2)c2ccc(Cl)cc2)C1. Reaction SMILES: [Cl:1][c:2]1[cH:3][cH:4][c:5]([CH:6]([O:7][CH:8]2[CH2:9][NH:10][CH2:11]2)[c:12]2[cH:13][cH:14][c:15]([Cl:16])[cH:17][cH:18]2)[cH:19][cH:20]1.[Cl:24][c:25]1[c:26]([CH:27]([c:28]2[cH:29][cH:30][c:31]([Cl:34])[cH:32][cH:33]2)[O:35][CH:36]2[CH2:37][N:38]([C:40](=[O:41])[NH:42][C:43]([CH3:44])([CH3:45])[CH3:46])[CH2:39]2)[cH:47][cH:48][c:49]([Cl:51])[cH:50]1.[N-:21]=[C:22]=[O:23]>>[cH:25]1[c:26]([CH:27]([c:28]2[cH:29][cH:30][c:31]([Cl:34])[cH:32][cH:33]2)[O:35][CH:36]2[CH2:37][N:38]([C:40](=[O:41])[NH:42][C:43]([CH3:44])([CH3:45])[CH3:46])[CH2:39]2)[cH:47][cH:48][c:49]([Cl:51])[cH:50]1.